From a dataset of the Open Reaction Database (ORD), a public repository of structured organic reaction records. describe an organic reaction: reactants, conditions, products, and yield Starting materials: CC(=O)O, CCCCCC, Cl, Cl, [Cu], O=N[O-], COC(=O)c1ccc(N)cc1F, [Na+], O=S=O, O. Product: COC(=O)c1ccc(S(=O)(=O)Cl)cc1F. Reaction SMILES: [C:23]([OH:24])(=[O:25])[CH3:26].[CH3:28][CH2:29][CH2:30][CH2:31][CH2:32][CH3:33].[ClH:14].[ClH:1].[Cu:27].[N:15]([O-:16])=[O:17].[NH2:2][c:3]1[cH:4][c:5]([F:13])[c:6]([C:7](=[O:8])[O:9][CH3:10])[cH:11][cH:12]1.[Na+:18].[O:19]=[S:20]=[O:21].[OH2:22]>>[Cl:1][S:20]([c:3]1[cH:4][c:5]([F:13])[c:6]([C:7](=[O:8])[O:9][CH3:10])[cH:11][cH:12]1)(=[O:19])=[O:21].